This data is from the Open Reaction Database (ORD), a public repository of structured organic reaction records. The task is: describe an organic reaction: reactants, conditions, products, and yield Reactants: FC(C(=O)O)(F)F (trifluoroacetic acid), C(C1=CC=CC=C1)OC([C@@H](NC([C@@H](N(C)C([C@@H](NC([C@@H](N(C)C(=O)OC(C)(C)C)CC(C)C)=O)C(C)CF)=O)CC(C)C)=O)C)=O (Boc-N-methyl-L-leucyl-4-fluoro-L-valyl-N-methyl-L-leucyl-L-alanine benzyl ester), C([O-])(O)=O.[Na+] (sodium bicarbonate). Run in C(Cl)Cl (methylene chloride), C(Cl)Cl (methylene chloride). Run at temperature -15 celsius, time 16 hour. Product: C(C1=CC=CC=C1)OC([C@@H](NC([C@@H](N(C)C([C@@H](NC([C@@H](NC)CC(C)C)=O)C(C)CF)=O)CC(C)C)=O)C)=O (N-methyl-L-leucyl-4-fluoro-L-valyl-N-methyl-L-leucyl-L-alanine benzyl ester). Isolated yield 989.0%. RXN SMILES: [CH2:1]([O:8][C:9](=[O:46])[C@H:10]([CH3:45])[NH:11][C:12](=[O:44])[C@H:13]([CH2:40][CH:41]([CH3:43])[CH3:42])[N:14]([C:16](=[O:39])[C@H:17]([CH:35]([CH2:37][F:38])[CH3:36])[NH:18][C:19](=[O:34])[C@H:20]([CH2:30][CH:31]([CH3:33])[CH3:32])[N:21](C(OC(C)(C)C)=O)[CH3:22])[CH3:15])[C:2]1[CH:7]=[CH:6][CH:5]=[CH:4][CH:3]=1.FC(F)(F)C(O)=O.C(=O)(O)[O-].[Na+]>C(Cl)Cl>[CH2:1]([O:8][C:9](=[O:46])[C@H:10]([CH3:45])[NH:11][C:12](=[O:44])[C@H:13]([CH2:40][CH:41]([CH3:43])[CH3:42])[N:14]([C:16](=[O:39])[C@H:17]([CH:35]([CH2:37][F:38])[CH3:36])[NH:18][C:19](=[O:34])[C@H:20]([CH2:30][CH:31]([CH3:33])[CH3:32])[NH:21][CH3:22])[CH3:15])[C:2]1[CH:3]=[CH:4][CH:5]=[CH:6][CH:7]=1 |f:2.3|. Procedure details: To a stirred solution of 650 mg (0.001 mole) of Boc-N-methyl-L-leucyl-4-fluoro-L-valyl-N-methyl-L-leucyl-L-alanine benzyl ester in 10 ml of dry methylene chloride and cooled at 10° C. was added 6.5 ml of trifluoroacetic acid, which was previously cooled at -15° C. The reaction was stirred for 16 hours, then carefully poured into a mixture of 7.7 g. of sodium bicarbonate, ice, and 75 ml of methylene chloride with stirring. The organic layer was extracted with 3×20 ml of saturated sodium bicarbona...